From a dataset of the Open Reaction Database (ORD), a public repository of structured organic reaction records. describe an organic reaction: reactants, conditions, products, and yield Starting materials: COC=1C=C(C=CC1)C(CCC(C=C)=O)C (6-(m-methoxyphenyl)hept-1-en-3-one), CCC(CCCC)=O (heptan-3-one). The solvent is [OH-].[K+] (potassium hydroxide). Product: C(C)C1C(CCC1=O)=O (2-ethylcyclopentane-1,3-dione). Reaction SMILES: COC1C=[C:5]([CH:9](C)[CH2:10][CH2:11][C:12](=[O:15])C=C)[CH:6]=[CH:7]C=1.CCC(=[O:24])CCCC>[OH-].[K+]>[CH2:6]([CH:5]1[C:9](=[O:24])[CH2:10][CH2:11][C:12]1=[O:15])[CH3:7] |f:2.3|. Procedure details: Reflux a mixture of 6-(m-methoxyphenyl)hept-1-en-3-one and 1-diethylamino-6-)m-methoxypheyl)heptan-3-one (10 g, obtained by slow distillation of the latter substance) with 2-ethylcyclopentane-1,3-dione (7g) in 0.12% methanolic potassium hydroxide solution (40 cc) for 15 hours. Remove most of the methanol under reduced pressure and add a mixture of equal volumes or ether and benzene (50 cc). Wash the solution with 5% aqueous sodium hydroxide, water, 10% hydrochloric acid, and brine, and dry. Evap... Starting materials: CO, CCOC(=O)C1(c2ccc(Cl)cc2)OCC(c2ccc(F)cc2)(c2ccc(F)cc2)CO1, [Na+], [OH-], O. The product is O=C(O)C1(c2ccc(Cl)cc2)OCC(c2ccc(F)cc2)(c2ccc(F)cc2)CO1. Reaction SMILES: [CH3:36][OH:37].[Cl:1][c:2]1[cH:3][cH:4][c:5]([C:8]2([C:28](=[O:29])[O:30][CH2:31][CH3:32])[O:9][CH2:10][C:11]([c:14]3[cH:15][cH:16][c:17]([F:20])[cH:18][cH:19]3)([c:21]3[cH:22][cH:23][c:24]([F:27])[cH:25][cH:26]3)[CH2:12][O:13]2)[cH:6][cH:7]1.[Na+:35].[OH-:34].[OH2:33]>>[Cl:1][c:2]1[cH:3][cH:4][c:5]([C:8]2([C:28](=[O:29])[OH:30])[O:9][CH2:10][C:11]([c:14]3[cH:15][cH:16][c:17]([F:20])[cH:18][cH:19]3)([c:21]3[cH:22][cH:23][c:24]([F:27])[cH:25][cH:26]3)[CH2:12][O:13]2)[cH:6][cH:7]1. Reactants: C(CCC)S(=O)(=O)N (n-butylsulphonamide), [H-].[Na+] (sodium hydride), O (water), CS(=O)(=O)OCC1CCN(CC1)C(=O)OCC1=CC=CC=C1 (4-Methanesulphonyloxymethyl-N-benzyloxycarbonylpiperidine). Solvent: CN(C)C=O (DMF), CN(C)C=O (DMF), ClC(Cl)(Cl)Cl (tetrachloromethane). Conditions: temperature 80 celsius, time 10 minute. Yields the product C(CCC)S(=O)(=O)NCC1CCN(CC1)C(=O)OCC1=CC=CC=C1 (4-n-butylsulphonylaminomethyl-N-benzyloxycarbonylpiperidine). Yield: 18.7%. As a reaction SMILES: [CH2:1]([S:5]([NH2:8])(=[O:7])=[O:6])[CH2:2][CH2:3][CH3:4].[H-].[Na+].CS(O[CH2:16][CH:17]1[CH2:22][CH2:21][N:20]([C:23]([O:25][CH2:26][C:27]2[CH:32]=[CH:31][CH:30]=[CH:29][CH:28]=2)=[O:24])[CH2:19][CH2:18]1)(=O)=O.O>CN(C=O)C.ClC(Cl)(Cl)Cl>[CH2:1]([S:5]([NH:8][CH2:16][CH:17]1[CH2:22][CH2:21][N:20]([C:23]([O:25][CH2:26][C:27]2[CH:28]=[CH:29][CH:30]=[CH:31][CH:32]=2)=[O:24])[CH2:19][CH2:18]1)(=[O:7])=[O:6])[CH2:2][CH2:3][CH3:4] |f:1.2|. Procedure details: A solution of n-butylsulphonamide (500 mg) in DMF (5 ml) was added dropwise to a suspension of sodium hydride (150 mg, 60% dispersion in mineral oil) in DMF (10 ml) and the mixture was stirred for 10 minutes. 4-Methanesulphonyloxymethyl-N-benzyloxycarbonylpiperidine (1.09 g) was added and the mixture heated at 80° C. for 16 hours. The mixture was cooled, poured into water (100 ml) and extracted with ethyl acetate (3×50 ml). The combined organic extracts were washed with water (3×50 ml) and satur... The product is CC(CO)Oc1cc(NS(=O)(=O)N2CCC2)nc(SCc2cccc(F)c2F)n1. Reactants: [BH4-], C1CCOC1, [Li+], CC(Oc1cc(NS(=O)(=O)N2CCC2)nc(SCc2cccc(F)c2F)n1)C(=O)O. As a reaction SMILES: [BH4-:31].[CH2:33]1[O:34][CH2:35][CH2:36][CH2:37]1.[Li+:32].[N:1]1([S:5](=[O:6])(=[O:7])[NH:8][c:9]2[cH:10][c:11]([O:25][CH:26]([C:27](=[O:28])[OH:29])[CH3:30])[n:12][c:13]([S:15][CH2:16][c:17]3[c:18]([F:24])[c:19]([F:23])[cH:20][cH:21][cH:22]3)[n:14]2)[CH2:2][CH2:3][CH2:4]1>>[N:1]1([S:5](=[O:6])(=[O:7])[NH:8][c:9]2[cH:10][c:11]([O:25][CH:26]([CH2:27][OH:28])[CH3:30])[n:12][c:13]([S:15][CH2:16][c:17]3[c:18]([F:24])[c:19]([F:23])[cH:20][cH:21][cH:22]3)[n:14]2)[CH2:2][CH2:3][CH2:4]1. The reactants are C(C1=CC=CC=C1)(=O)N1CCC(CC1)CSC1=CC=CC=C1 (1-benzoyl-4-thiophenoxymethyl-piperidine). The solvent is C1CCOC1 (THF), C1CCOC1 (THF). Conditions: time 1.5 hour. The product is C(C1=CC=CC=C1)N1CCC(CC1)CSC1=CC=CC=C1 (1-benzyl-4-phenylsulfanylmethyl-piperidine). The yield is 77.3%. RXN SMILES: [C:1]([N:9]1[CH2:14][CH2:13][CH:12]([CH2:15][S:16][C:17]2[CH:22]=[CH:21][CH:20]=[CH:19][CH:18]=2)[CH2:11][CH2:10]1)(=O)[C:2]1[CH:7]=[CH:6][CH:5]=[CH:4][CH:3]=1>C1COCC1>[CH2:1]([N:9]1[CH2:10][CH2:11][CH:12]([CH2:15][S:16][C:17]2[CH:22]=[CH:21][CH:20]=[CH:19][CH:18]=2)[CH2:13][CH2:14]1)[C:2]1[CH:3]=[CH:4][CH:5]=[CH:6][CH:7]=1. Procedure: 40 ml (0.04 mol) of 1M BH3 in THF were added to a solution of 3.11 g (0.01 mol) of 1-benzoyl-4-thiophenoxymethyl-piperidine in 50 ml of THF. The mixture was boiled at reflux for 16 hrs. Then, 90 ml of 1N aqueous HCI were added and the mixture was stirred for 1.5 hrs. It was extracted with ether and concentrated and the residue was taken up in a mixture of 20 ml of glacial acetic acid and 20 ml of THF and boiled at reflux for 3 hrs. The solvents were distilled off and the residue was taken up in ... The reactants are ClC1=C(N=CC(=N1)N[C@@H](C(=O)N)CC(C)C)C#N ((R)-2-(6-chloro-5-cyanopyrazin-2-ylamino)-4-methylpentanamide), Cl.CC1=NSC(=C1)N (3-methylisothiazol-5-amine hydrochloride), C(=O)([O-])[O-].[K+].[K+] (K2CO3), C=1C=CC(=CC1)P(C=2C=CC=CC2)C3=CC=C4C=CC=CC4=C3C5=C6C=CC=CC6=CC=C5P(C=7C=CC=CC7)C=8C=CC=CC8 (BINAP). The reagents and catalysts are CC(=O)[O-].CC(=O)[O-].[Pd+2] (Pd(OAc)2). Run in O1CCOCC1 (dioxane). Run at time 20 hour. Yields the product C(#N)C=1N=CC(=NC1NC1=CC(=NS1)C)N[C@@H](C(=O)N)CC(C)C ((R)-2-(5-cyano-6-(3-methylisothiazol-5-ylamino)pyrazin-2-ylamino)-4-methylpentanamide). Yield: 17.6%. Reaction SMILES: Cl[C:2]1[N:7]=[C:6]([NH:8][C@H:9]([CH2:13][CH:14]([CH3:16])[CH3:15])[C:10]([NH2:12])=[O:11])[CH:5]=[N:4][C:3]=1[C:17]#[N:18].Cl.[CH3:20][C:21]1[CH:25]=[C:24]([NH2:26])[S:23][N:22]=1.C([O-])([O-])=O.[K+].[K+].C1C=CC(P(C2C(C3C(P(C4C=CC=CC=4)C4C=CC=CC=4)=CC=C4C=3C=CC=C4)=C3C(C=CC=C3)=CC=2)C2C=CC=CC=2)=CC=1>O1CCOCC1.CC([O-])=O.CC([O-])=O.[Pd+2]>[C:17]([C:3]1[N:4]=[CH:5][C:6]([NH:8][C@H:9]([CH2:13][CH:14]([CH3:16])[CH3:15])[C:10]([NH2:12])=[O:11])=[N:7][C:2]=1[NH:26][C:24]1[S:23][N:22]=[C:21]([CH3:20])[CH:25]=1)#[N:18] |f:1.2,3.4.5,8.9.10|. Procedure: A mixture of (R)-2-(6-chloro-5-cyanopyrazin-2-ylamino)-4-methylpentanamide (75 mg, 0.280 mmol), 3-methylisothiazol-5-amine hydrochloride (50 mg, 0.332 mmol), K2CO3 (100 mg, 0.724 mmol), BINAP (25 mg, 0.040 mmol) and Pd(OAc)2 (15 mg, 0.066 mmol) in dioxane (3 mL) was degassed with Ar, then was stirred at 110 C for 20 h. The mixture was concentrated in vacuo. The residue was purified by HPLC to give (R)-2-(5-cyano-6-(3-methylisothiazol-5-ylamino)pyrazin-2-ylamino)-4-methylpentanamide (17 mg).